Task: describe an organic reaction: reactants, conditions, products, and yield. Dataset: the Open Reaction Database (ORD), a public repository of structured organic reaction records Starting materials: [Cl-].[Na+] (sodium chloride), ice, N[C@H]1[C@@H]2N(C(=C(CS2)COC(C)=O)C(=O)OC(C)(C)C)C1=O (t-butyl 7β-amino-3-acetoxymethyl-3-cephem-4-carboxylate), N(=O)[O-].[Na+] (sodium nitrite). Solvent: C(C)O (ethanol), O (water), Cl (hydrochloric acid). Yields the product Cl[C@@H]1[C@@H]2N(C(=C(CS2)COC(C)=O)C(=O)OC(C)(C)C)C1=O (t-butyl 7α-chloro-3-acetoxymethyl-3-cephem-4-carboxylate). Yield: 73.0%. As a reaction SMILES: N[C@@H:2]1[C:21](=[O:22])[N:4]2[C:5]([C:14]([O:16][C:17]([CH3:20])([CH3:19])[CH3:18])=[O:15])=[C:6]([CH2:9][O:10][C:11](=[O:13])[CH3:12])[CH2:7][S:8][C@H:3]12.N([O-])=O.[Na+].[Cl-:27].[Na+]>C(O)C.O.Cl>[Cl:27][C@H:2]1[C:21](=[O:22])[N:4]2[C:5]([C:14]([O:16][C:17]([CH3:20])([CH3:19])[CH3:18])=[O:15])=[C:6]([CH2:9][O:10][C:11](=[O:13])[CH3:12])[CH2:7][S:8][C@H:3]12 |f:1.2,3.4|. Procedure: To an ice-cooled solution of t-butyl 7β-amino-3-acetoxymethyl-3-cephem-4-carboxylate (4.0 g, 0.0122 mol) in 75 ml of ethanol, 16.7 ml of water and 16.7 ml of concentrated hydrochloric acid and sodium nitrite (1.18 g, 0.017 mol) were added portionwise over 15-20 minutes. The reaction mixture was stirred at 0°-5° C. for 2.5 hours, saturated with sodium chloride, extracted with methylene chloride, washed with water, brine, dried (Na2SO4) and concentrated to give 3.1 g (73%) of t-butyl 7α-chloro-3-a... The reactants are Cl.Cl.N1(C=NC=C1)CC=CCNC1=NC2=CC=CC=3C2=C1C=CC3 (N-(4-(1H-imidazol-l-yl)-2-butenyl)benz(cd)indol-2-amine, dihydrochloride), C(\C=C\C(=O)O)(=O)O (fumaric acid). Run in CC(=O)C (acetone). Yields the product C(\C=C\C(=O)O)(=O)O.C(\C=C\C(=O)O)(=O)O.N1(C=NC=C1)C\C=C/CNC1=NC2=CC=CC=3C2=C1C=CC3 (Z-N-(4-(1H-imidazol-l-yl)-2-butenyl)benz(cd)indol-2-amine difumarate). Reaction SMILES: Cl.Cl.[N:3]1([CH2:8][CH:9]=[CH:10][CH2:11][NH:12][C:13]2[C:21]3[CH:22]=[CH:23][CH:24]=[C:19]4[C:20]=3[C:15](=[CH:16][CH:17]=[CH:18]4)[N:14]=2)[CH:7]=[CH:6][N:5]=[CH:4]1.[C:25]([OH:32])(=[O:31])/[CH:26]=[CH:27]/[C:28]([OH:30])=[O:29]>CC(C)=O>[C:25]([OH:32])(=[O:31])/[CH:26]=[CH:27]/[C:28]([OH:30])=[O:29].[C:25]([OH:32])(=[O:31])/[CH:26]=[CH:27]/[C:28]([OH:30])=[O:29].[N:3]1([CH2:8]/[CH:9]=[CH:10]\[CH2:11][NH:12][C:13]2[C:21]3[CH:22]=[CH:23][CH:24]=[C:19]4[C:20]=3[C:15](=[CH:16][CH:17]=[CH:18]4)[N:14]=2)[CH:7]=[CH:6][N:5]=[CH:4]1 |f:0.1.2,5.6.7|. Reported procedure: The free base of the product of Example 10 was dissolved in acetone and added to a boiling solution of two equivalents of fumaric acid in acid. After cooling to room temperature, the bright yellow precipitate of the desired product was collected and dried. It melted at 111° C.-113° C. Starting materials: CCOC(=O)C.CCCCCC (EtOAc hexane), C(C)(C)OC=1C=C(C=C(C1)C(F)(F)F)C1=NNC=N1 (3-(3-isopropoxy-5-(trifluoromethyl)phenyl)-1H-1,2,4-triazole), C(#C)C1=CC=CC=C1 (ethynylbenzene), [OH-].[K+] (KOH). Solvent: CS(=O)C (DMSO). Product: C(C)(C)OC=1C=C(C=C(C1)C(F)(F)F)C1=NN(C=N1)\C=C/C1=CC=CC=C1 ((Z)-3-(3-isopropoxy-5-(trifluoromethyl)phenyl)-1-styryl-1H-1,2,4-triazole). RXN SMILES: [CH:1]([O:4][C:5]1[CH:6]=[C:7]([C:15]2[N:19]=[CH:18][NH:17][N:16]=2)[CH:8]=[C:9]([C:11]([F:14])([F:13])[F:12])[CH:10]=1)([CH3:3])[CH3:2].[C:20]([C:22]1[CH:27]=[CH:26][CH:25]=[CH:24][CH:23]=1)#[CH:21].[OH-].[K+].CCOC(C)=O.CCCCCC>CS(C)=O>[CH:1]([O:4][C:5]1[CH:6]=[C:7]([C:15]2[N:19]=[CH:18][N:17](/[CH:21]=[CH:20]\[C:22]3[CH:27]=[CH:26][CH:25]=[CH:24][CH:23]=3)[N:16]=2)[CH:8]=[C:9]([C:11]([F:14])([F:13])[F:12])[CH:10]=1)([CH3:3])[CH3:2] |f:2.3,4.5|. Procedure details: In a 10 mL microwave seal tube 3-(3-isopropoxy-5-(trifluoromethyl)phenyl)-1H-1,2,4-triazole (0.5 g, 1.0 eq.) and ethynylbenzene (0.25 mL, 1.2 eq.) were dissolved in DMSO (5 mL). KOH (0.29 g, 2.5 eq.) was added and the reaction mixture was irradiated at 120° C. for 45 min in CEM Microwave. The completion of the reaction was confirmed by TLC using 30% EtOAc-hexane as mobile phase. Reaction mixture was quenched into ice water slurry. Compound was extracted by ethyl acetate. Organic layer was washed... Yields the product OCC(Sc1cc(O)ccc1O)c1ccccc1. RXN SMILES: [C:10](=[O:11])([O-:12])[O-:13].[CH2:16]1[O:17][CH:18]1[c:19]1[cH:20][cH:21][cH:22][cH:23][cH:24]1.[ClH:25].[K+:14].[K+:15].[OH2:26].[SH:1][c:2]1[c:3]([OH:9])[cH:4][cH:5][c:6]([OH:8])[cH:7]1>>[S:1]([c:2]1[c:3]([OH:9])[cH:4][cH:5][c:6]([OH:8])[cH:7]1)[CH:18]([CH2:16][OH:17])[c:19]1[cH:20][cH:21][cH:22][cH:23][cH:24]1. Starting materials: O=C([O-])[O-], c1ccc(C2CO2)cc1, Cl, [K+], [K+], O, Oc1ccc(O)c(S)c1. Reactants: FC1=C(C=CC=C1)[N+](=O)[O-] (2-fluoronitrobenzene), OC1=CC=C(C=C1)CC(=O)OC (methyl p-hydroxyphenylacetate), C([O-])([O-])=O.[K+].[K+] (potassium carbonate). The solvent is C(C)(=O)OCC (ethyl acetate). Run at temperature 140 celsius, time 1 hour. Product: [N+](=O)([O-])C1=C(OC2=CC=C(C=C2)CC(=O)OC)C=CC=C1 (methyl 4-(2-nitrophenoxy)phenylacetate). Isolated yield 96.8%. Reaction SMILES: F[C:2]1[CH:7]=[CH:6][CH:5]=[CH:4][C:3]=1[N+:8]([O-:10])=[O:9].[OH:11][C:12]1[CH:17]=[CH:16][C:15]([CH2:18][C:19]([O:21][CH3:22])=[O:20])=[CH:14][CH:13]=1.C(=O)([O-])[O-].[K+].[K+]>C(OCC)(=O)C>[N+:8]([C:3]1[CH:4]=[CH:5][CH:6]=[CH:7][C:2]=1[O:11][C:12]1[CH:13]=[CH:14][C:15]([CH2:18][C:19]([O:21][CH3:22])=[O:20])=[CH:16][CH:17]=1)([O-:10])=[O:9] |f:2.3.4|. Reported procedure: A mixture of 2-fluoronitrobenzene (1.1 g, 10 mmols), methyl p-hydroxyphenylacetate (1.7 g, 10 mmols) and potassium carbonate (1.4 g, 10 mmols) was stirred at 140° C. for 1 hour. The reaction mixture was diluted with ethyl acetate, then washed with water, and thereafter dried with anhydrous magnesium sulfate. This was concentrated under reduced pressure to give an oil of methyl 4-(2-nitrophenoxy)phenylacetate (2.78 g, 96.9%). The reactants are resultant suspension, CC1=CC(=NC=C1)C=1C=C(N)C=CC1 (3-(4-methylpyridin-2-yl)aniline), O (Water), [N-]=C=S.[NH4+] (ammonium isothiocyanate), C(C1=CC=CC=C1)(=O)Cl (benzoyl chloride). The solvent is CC(=O)C (acetone), CC(=O)C (acetone). Reaction conditions: temperature 50 celsius, time 10 minute. Product: CC1=CC(=NC=C1)C=1C=C(C=CC1)NC(=S)NC(C1=CC=CC=C1)=O (N-(3-(4-methylpyridin-2-yl)phenyl)-N′-benzoylthiourea). As a reaction SMILES: [N-:1]=[C:2]=[S:3].[NH4+].[C:5](Cl)(=[O:12])[C:6]1[CH:11]=[CH:10][CH:9]=[CH:8][CH:7]=1.[CH3:14][C:15]1[CH:20]=[CH:19][N:18]=[C:17]([C:21]2[CH:22]=[C:23]([CH:25]=[CH:26][CH:27]=2)[NH2:24])[CH:16]=1.O>CC(C)=O>[CH3:14][C:15]1[CH:20]=[CH:19][N:18]=[C:17]([C:21]2[CH:22]=[C:23]([NH:24][C:2]([NH:1][C:5](=[O:12])[C:6]3[CH:11]=[CH:10][CH:9]=[CH:8][CH:7]=3)=[S:3])[CH:25]=[CH:26][CH:27]=2)[CH:16]=1 |f:0.1|. Procedure: To a stirred solution of ammonium isothiocyanate (142 mg) in acetone (3 ml) was added benzoyl chloride (0.199 ml) at 50° C., and the mixture was stirred at 50° C. for 10 minutes. To the resultant suspension was added a solution of 3-(4-methylpyridin-2-yl)aniline (300 mg) in acetone (6 ml) dropwise, and the mixture was stirred at 60° C. for 2 hours. Water was added to the reaction mixture, and the precipitate was collected by filtration and dried to give N-(3-(4-methylpyridin-2-yl)phenyl)-N′-benz...